From a dataset of the Open Reaction Database (ORD), a public repository of structured organic reaction records. describe an organic reaction: reactants, conditions, products, and yield The reactants are I(=O)(=O)[O-].[K+] (Potassium iodate), COC1=CC=C(C=C1)N1C2=CC=CC=C2C=2C=CC=CC12 (9-(4-methoxyphenyl)carbazole), [I-].[K+] (potassium iodide). Solvent: C(C)(=O)O (acetic acid). Product: IC=1C=CC=2N(C3=CC=C(C=C3C2C1)I)C1=CC=C(C=C1)OC (3,6-Diiodo-9-(4-methoxyphenyl)carbazole). Reaction SMILES: [I:1]([O-])(=O)=O.[K+].[CH3:6][O:7][C:8]1[CH:13]=[CH:12][C:11]([N:14]2[C:26]3[CH:25]=[CH:24][CH:23]=[CH:22][C:21]=3[C:20]3[C:15]2=[CH:16][CH:17]=[CH:18][CH:19]=3)=[CH:10][CH:9]=1.[I-:27].[K+]>C(O)(=O)C>[I:27][C:23]1[CH:24]=[CH:25][C:26]2[N:14]([C:11]3[CH:10]=[CH:9][C:8]([O:7][CH3:6])=[CH:13][CH:12]=3)[C:15]3[C:20]([C:21]=2[CH:22]=1)=[CH:19][C:18]([I:1])=[CH:17][CH:16]=3 |f:0.1,3.4|. Reported procedure: Potassium iodate (16.05 g, 75 mmol, obtained from Aldrich) was added in one portion to a stirred mixture of 9-(4-methoxyphenyl)carbazole (9.54 g, 34 mmol), potassium iodide (10.96 g, 66 mmol), and acetic acid (100 ml) at 80° C. The reaction mixture was stirred and heated for 1 hour. After the reaction was completed, the acetic acid was removed by distillation. The residue was dissolved in ethyl acetate and washed several times with an aqueous solution of sodium bicarbonate. The organic layer was... Reactants: BrC1=CC(=C(C=C1)C(=O)N1CCN(CC1)C1=NC=C(C=C1C1CC1)C1CC1)S(=O)(=O)C ((4-bromo-2-methanesulfonylphenyl)[4-(3,5-dicyclopropylpyridin-2-yl)piperazin-1-yl]methanone), C(C)[C@H]1NC(OC1)=O ((R)-4-ethyloxazolidin-2-one). Yields the product C1(CC1)C=1C(=NC=C(C1)C1CC1)N1CCN(CC1)C(=O)C1=C(C=C(C=C1)N1C(OC[C@H]1CC)=O)S(=O)(=O)C ((R)-3-{4-[4-(3,5-dicyclopropylpyridin-2-yl)piperazine-1-carbonyl]-3-methanesulfonylphenyl}-4-ethyloxazolidin-2-one). Yield: 25.6%. RXN SMILES: Br[C:2]1[CH:7]=[CH:6][C:5]([C:8]([N:10]2[CH2:15][CH2:14][N:13]([C:16]3[C:21]([CH:22]4[CH2:24][CH2:23]4)=[CH:20][C:19]([CH:25]4[CH2:27][CH2:26]4)=[CH:18][N:17]=3)[CH2:12][CH2:11]2)=[O:9])=[C:4]([S:28]([CH3:31])(=[O:30])=[O:29])[CH:3]=1.[CH2:32]([C@@H:34]1[CH2:38][O:37][C:36](=[O:39])[NH:35]1)[CH3:33]>>[CH:22]1([C:21]2[C:16]([N:13]3[CH2:14][CH2:15][N:10]([C:8]([C:5]4[CH:6]=[CH:7][C:2]([N:35]5[C@H:34]([CH2:32][CH3:33])[CH2:38][O:37][C:36]5=[O:39])=[CH:3][C:4]=4[S:28]([CH3:31])(=[O:30])=[O:29])=[O:9])[CH2:11][CH2:12]3)=[N:17][CH:18]=[C:19]([CH:25]3[CH2:27][CH2:26]3)[CH:20]=2)[CH2:24][CH2:23]1. Procedure: By reaction and treatment in the same manner as in Example 111 and using (4-bromo-2-methanesulfonylphenyl)[4-(3,5-dicyclopropylpyridin-2-yl)piperazin-1-yl]methanone (400 mg) described in Preparation Example 89 and (R)-4-ethyloxazolidin-2-one (91.3 mg) described in Preparation Example 26, the title compound (109.5 mg) was obtained. Starting materials: C(C)OC(=O)C1N(C2=CC=CC=C2C1)C(=O)C1=C(C=2C=C(C=C3C2N(CCO3)C1=O)OC)O (2,3-dihydro-6-(2-ethoxycarbonyl-1-indolinylcarbonyl)-7-hydroxy-9-methoxy-5-oxo-5Hpyrido[1,2,3-de]-1,4-benzoxazine), sodium 35 hydroxide, C(C)O (ethanol). The solvent is O1CCCC1 (tetrahydrofuran). Reaction conditions: time 2 hour. The product is C(=O)(O)C1N(C2=CC=CC=C2C1)C(=O)C1=C(C=2C=C(C=C3C2N(CCO3)C1=O)OC)O (2,3-dihydro-6-(2-carboxy-1-indolinylcarbonyl)-7- hydroxy-9-methoxy-5-oxo-5H-pyrido[1,2,3-de]-1,4 -benzoxazine). The yield is 60.9%. As a reaction SMILES: C([O:3][C:4]([CH:6]1[CH2:14][C:13]2[C:8](=[CH:9][CH:10]=[CH:11][CH:12]=2)[N:7]1[C:15]([C:17]1[C:29](=[O:30])[N:25]2[CH2:26][CH2:27][O:28][C:23]3[C:24]2=[C:19]([CH:20]=[C:21]([O:31][CH3:32])[CH:22]=3)[C:18]=1[OH:33])=[O:16])=[O:5])C.C(O)C>O1CCCC1>[C:4]([CH:6]1[CH2:14][C:13]2[C:8](=[CH:9][CH:10]=[CH:11][CH:12]=2)[N:7]1[C:15]([C:17]1[C:29](=[O:30])[N:25]2[CH2:26][CH2:27][O:28][C:23]3[C:24]2=[C:19]([CH:20]=[C:21]([O:31][CH3:32])[CH:22]=3)[C:18]=1[OH:33])=[O:16])([OH:5])=[O:3]. Reported procedure: A mixture of 2,3-dihydro-6-(2-ethoxycarbonyl-1-indolinylcarbonyl)-7-hydroxy-9-methoxy-5-oxo-5Hpyrido[1,2,3-de]-1,4-benzoxazine (2.8 g), 1N-sodium 35 hydroxide (20 ml), ethanol (20 ml) and tetrahydrofuran (20 ml was stirred for 2 hours at room temperature. The solvent was evaporated. The residue was dissolved in water and washed with ethyl acetate. The aqueous layer was acidified with hydrochloric acid to give precipitates, which were collected and washed with ethanol to afford crystals of 2,3-di... Starting materials: OCCCCOCc1ccccc1, C1CCOC1, Oc1cc(C(F)(F)F)ncn1, CC(C)OC(=O)N=NC(=O)OC(C)C, c1ccc(P(c2ccccc2)c2ccccc2)cc1. Yields the product FC(F)(F)c1cc(OCCCCOCc2ccccc2)ncn1. RXN SMILES: [CH2:1]([c:2]1[cH:3][cH:4][cH:5][cH:6][cH:7]1)[O:8][CH2:9][CH2:10][CH2:11][CH2:12][OH:13].[CH2:58]1[O:59][CH2:60][CH2:61][CH2:62]1.[F:14][C:15]([c:16]1[cH:17][c:18]([OH:22])[n:19][cH:20][n:21]1)([F:23])[F:24].[O:44]=[C:45]([O:46][CH:47]([CH3:48])[CH3:49])[N:50]=[N:51][C:52]([O:53][CH:54]([CH3:55])[CH3:56])=[O:57].[c:25]1([P:26]([c:27]2[cH:28][cH:29][cH:30][cH:31][cH:32]2)[c:33]2[cH:34][cH:35][cH:36][cH:37][cH:38]2)[cH:39][cH:40][cH:41][cH:42][cH:43]1>>[CH2:1]([c:2]1[cH:3][cH:4][cH:5][cH:6][cH:7]1)[O:8][CH2:9][CH2:10][CH2:11][CH2:12][O:13][c:18]1[cH:17][c:16]([C:15]([F:14])([F:23])[F:24])[n:21][cH:20][n:19]1. The reactants are NC(=O)CBr, O=C([O-])[O-], O=C1C(Cc2c(Cl)cc(O)cc2Cl)CCN1C1CCc2n[nH]cc2C1, [Cs+], [Cs+], CN(C)C=O. Product: NC(=O)COc1cc(Cl)c(CC2CCN(C3CCc4n[nH]cc4C3)C2=O)c(Cl)c1. As a reaction SMILES: [Br:32][CH2:33][C:34](=[O:35])[NH2:36].[C:26](=[O:27])([O-:28])[O-:29].[Cl:1][c:2]1[c:3]([CH2:4][CH:5]2[C:6](=[O:19])[N:7]([CH:10]3[CH2:11][c:12]4[cH:13][nH:14][n:15][c:16]4[CH2:17][CH2:18]3)[CH2:8][CH2:9]2)[c:20]([Cl:25])[cH:21][c:22]([OH:24])[cH:23]1.[Cs+:30].[Cs+:31].[O:37]=[CH:38][N:39]([CH3:40])[CH3:41]>>[Cl:1][c:2]1[c:3]([CH2:4][CH:5]2[C:6](=[O:19])[N:7]([CH:10]3[CH2:11][c:12]4[cH:13][nH:14][n:15][c:16]4[CH2:17][CH2:18]3)[CH2:8][CH2:9]2)[c:20]([Cl:25])[cH:21][c:22]([O:24][CH2:33][C:34](=[O:35])[NH2:36])[cH:23]1.